describe an organic reaction: reactants, conditions, products, and yield From a dataset of the Open Reaction Database (ORD), a public repository of structured organic reaction records. The reactants are N1(CCNCC1)C=1C=CC=2N(N1)C(=NN2)C(F)(F)F (6-(piperazin-1-yl)-3-(trifluoromethyl)-[1,2,4]triazolo[4,3-b]pyridazine), N1=CC(=CC2=CC=CC=C12)C=O (quinoline-3-carbaldehyde). Reaction SMILES: [N:1]1([C:7]2[CH:8]=[CH:9][C:10]3[N:11]([C:13]([C:16]([F:19])([F:18])[F:17])=[N:14][N:15]=3)[N:12]=2)[CH2:6][CH2:5][NH:4][CH2:3][CH2:2]1.[N:20]1[C:29]2[C:24](=[CH:25][CH:26]=[CH:27][CH:28]=2)[CH:23]=[C:22]([CH:30]=O)[CH:21]=1>>[F:19][C:16]([F:17])([F:18])[C:13]1[N:11]2[N:12]=[C:7]([N:1]3[CH2:2][CH2:3][N:4]([CH2:30][C:22]4[CH:21]=[N:20][C:29]5[C:24]([CH:23]=4)=[CH:25][CH:26]=[CH:27][CH:28]=5)[CH2:5][CH2:6]3)[CH:8]=[CH:9][C:10]2=[N:15][N:14]=1. Reported procedure: Reductive amination of 6-(piperazin-1-yl)-3-(trifluoromethyl)-[1,2,4]triazolo[4,3-b]pyridazine with quinoline-3-carbaldehyde was carried out according to General Synthetic Method 5. The crude product was purified by hplc using a Waters XBridge Prep C18 OBD column (5μ silica, 19 mm diameter, 100 mm length) eluted with decreasingly polar mixtures of water (containing 1% aqueous ammonia) and acetonitrile as eluents to give 3-[[4-[3-(trifluoromethyl)-[1,2,4]triazolo[4,3-b]pyridazin-6-yl]piperazin-1-... Yields the product FC(C1=NN=C2N1N=C(C=C2)N2CCN(CC2)CC=2C=NC1=CC=CC=C1C2)(F)F (3-[[4-[3-(trifluoromethyl)-[1,2,4]triazolo[4,3-b]pyridazin-6-yl]piperazin-1-yl]methyl]quinoline). Reactants: CCO, CCCCCCCCCCCCC1=CC(=O)c2c(Cl)cccc2C1=O, Cl, [K+], [Na+], [Na+], O=C([O-])[O-], [OH-], O, OO. Yields the product CCCCCCCCCCCCC1=C(O)C(=O)c2c(Cl)cccc2C1=O. As a reaction SMILES: [CH3:37][CH2:38][OH:39].[Cl:1][c:2]1[c:3]2[c:8]([cH:9][cH:10][cH:11]1)[C:7](=[O:12])[C:6]([CH2:13][CH2:14][CH2:15][CH2:16][CH2:17][CH2:18][CH2:19][CH2:20][CH2:21][CH2:22][CH2:23][CH3:24])=[CH:5][C:4]2=[O:25].[ClH:36].[K+:35].[Na+:26].[Na+:27].[O-:28][C:29](=[O:30])[O-:31].[OH-:34].[OH2:40].[OH:32][OH:33]>>[Cl:1][c:2]1[c:3]2[c:8]([cH:9][cH:10][cH:11]1)[C:7](=[O:12])[C:6]([CH2:13][CH2:14][CH2:15][CH2:16][CH2:17][CH2:18][CH2:19][CH2:20][CH2:21][CH2:22][CH2:23][CH3:24])=[C:5]([OH:28])[C:4]2=[O:25].